This data is from the Open Reaction Database (ORD), a public repository of structured organic reaction records. The task is: describe an organic reaction: reactants, conditions, products, and yield Reactants: N1CC(C1)OC1=C2CC[C@@H](N(C2=CC=C1C=1C=NN(C1)C1CC1)C(C)=O)C ((S)-1-(5-(azetidin-3-yloxy)-6-(1-cyclopropyl-1H-pyrazol-4-yl)-2-methyl-3,4-dihydroquinolin-1(2H)-yl)ethanone), CC(=O)C (acetone). The product is C1(CC1)N1N=CC(=C1)C=1C(=C2CC[C@@H](N(C2=CC1)C(C)=O)C)OC1CN(C1)C(C)C ((S)-1-(6-(1-cyclopropyl-1H-pyrazol-4-yl)-5-(1-isopropylazetidin-3-yloxy)-2-methyl-3,4-dihydroquinolin-1(2H)-yl)ethanone). Reaction SMILES: [NH:1]1[CH2:4][CH:3]([O:5][C:6]2[C:15]([C:16]3[CH:17]=[N:18][N:19]([CH:21]4[CH2:23][CH2:22]4)[CH:20]=3)=[CH:14][CH:13]=[C:12]3[C:7]=2[CH2:8][CH2:9][C@H:10]([CH3:27])[N:11]3[C:24](=[O:26])[CH3:25])[CH2:2]1.[CH3:28][C:29]([CH3:31])=O>>[CH:21]1([N:19]2[CH:20]=[C:16]([C:15]3[C:6]([O:5][CH:3]4[CH2:2][N:1]([CH:29]([CH3:31])[CH3:28])[CH2:4]4)=[C:7]4[C:12](=[CH:13][CH:14]=3)[N:11]([C:24](=[O:26])[CH3:25])[C@@H:10]([CH3:27])[CH2:9][CH2:8]4)[CH:17]=[N:18]2)[CH2:23][CH2:22]1. Procedure details: (S)-1-(6-(1-cyclopropyl-1H-pyrazol-4-yl)-5-(1-isopropylazetidin-3-yloxy)-2-methyl-3,4-dihydroquinolin-1(2H)-yl)ethanone was synthesized from (S)-1-(5-(azetidin-3-yloxy)-6-(1-cyclopropyl-1H-pyrazol-4-yl)-2-methyl-3,4-dihydroquinolin-1(2H)-yl)ethanone and acetone according to the procedure outlined above for Example 40. 1H NMR (400 MHz, CD3OD) δ ppm 0.89-1.01 (m, 6H), 1.01-1.15 (m, 7H), 1.21-1.35 (m, 1H), 2.16 (s, 3H), 2.25-2.45 (m, 3H), 2.85-2.95 (m, 1H), 3.06 (t, J=7.20 Hz, 1H), 3.15 (t, J=7.20 ... Starting materials: BrC=1C=C(C(=O)NC2=C(C=C(C(=C2)SC2=CC=C(C=C2)O)[N+](=O)[O-])C)C=CC1 (3-Bromo-N-[5-(4-hydroxy-phenylsulfanyl)-2-methyl-4-nitro-phenyl]-benzamide), BrC=1C=C(C(=O)NC2=C(C=C(C(=C2)SC2=CC=C(C=C2)O)[N+](=O)[O-])C)C=CC1 (3-Bromo-N-[5-(4-hydroxy-phenylsulfanyl)-2-methyl-4-nitro-phenyl]-benzamide), OC1=CC=C(C=C1)SC=1C(=CC(=C(C1)NC(CC1=CC=CC=C1)=O)C)[N+](=O)[O-] (N-[5-(4-Hydroxy-phenylsulfanyl)-2-methyl-4-nitro-phenyl]-2-phenyl-acetamide). The product is NC1=CC(=C(C=C1SC1=CC=C(C=C1)O)NC(C1=CC(=CC=C1)Br)=O)C (N-[4-Amino-5-(4-hydroxy-phenylsulfanyl)-2-methyl-phenyl]-3-bromo-benzamide). Yield: 86.0%. RXN SMILES: [Br:1][C:2]1[CH:3]=[C:4]([CH:26]=[CH:27][CH:28]=1)[C:5]([NH:7][C:8]1[CH:13]=[C:12]([S:14][C:15]2[CH:20]=[CH:19][C:18]([OH:21])=[CH:17][CH:16]=2)[C:11]([N+:22]([O-])=O)=[CH:10][C:9]=1[CH3:25])=[O:6].OC1C=CC(SC2C([N+]([O-])=O)=CC(C)=C(NC(=O)CC3C=CC=CC=3)C=2)=CC=1>>[NH2:22][C:11]1[C:12]([S:14][C:15]2[CH:20]=[CH:19][C:18]([OH:21])=[CH:17][CH:16]=2)=[CH:13][C:8]([NH:7][C:5](=[O:6])[C:4]2[CH:26]=[CH:27][CH:28]=[C:2]([Br:1])[CH:3]=2)=[C:9]([CH3:25])[CH:10]=1. Reported procedure: The product from Example 266B was reacted according to the procedure from Example 265C substituting the product from Example 266B for the product from Example 265B to provide the title compound as a brown solid (0.164 g, 86%). This material was utilized without purification by silica gel chromatography. Starting materials: COC(=O)C1CC(CC#N)(n2cc(-c3ncnc4c3ccn4COCC[Si](C)(C)C)cn2)C1, CO, C1CCOC1. Yields the product C[Si](C)(C)CCOCn1ccc2c(-c3cnn(C4(CC#N)CC(CO)C4)c3)ncnc21. As a reaction SMILES: [C:1](#[N:2])[CH2:3][C:4]1([n:12]2[n:13][cH:14][c:15](-[c:17]3[c:18]4[c:19]([n:20][cH:21][n:22]3)[n:23]([CH2:26][O:27][CH2:28][CH2:29][Si:30]([CH3:31])([CH3:32])[CH3:33])[cH:24][cH:25]4)[cH:16]2)[CH2:5][CH:6]([C:8](=[O:9])[O:10][CH3:11])[CH2:7]1.[CH3:39][OH:40].[O:34]1[CH2:35][CH2:36][CH2:37][CH2:38]1>>[C:1](#[N:2])[CH2:3][C:4]1([n:12]2[n:13][cH:14][c:15](-[c:17]3[c:18]4[c:19]([n:20][cH:21][n:22]3)[n:23]([CH2:26][O:27][CH2:28][CH2:29][Si:30]([CH3:31])([CH3:32])[CH3:33])[cH:24][cH:25]4)[cH:16]2)[CH2:5][CH:6]([CH2:8][OH:9])[CH2:7]1.